From a dataset of the Open Reaction Database (ORD), a public repository of structured organic reaction records. describe an organic reaction: reactants, conditions, products, and yield Reactants: COc1ccc(CN2C(=O)C3CC=CCC2C(=O)N3c2ccc3ccccc3c2)c(OC)c1, CCOC(C)=O, CCCCCCC, O=C(O)C(F)(F)F, CSc1ccccc1. Product: O=C1NC2CC=CCC1N(c1ccc3ccccc3c1)C2=O. As a reaction SMILES: [CH3:1][O:2][c:3]1[cH:4][c:5]([O:28][CH3:29])[cH:30][cH:31][c:32]1[CH2:33][N:6]1[CH:7]2[CH2:8][CH:9]=[CH:10][CH2:11][CH:12]([C:13]1=[O:14])[N:15]([c:18]1[cH:19][c:20]3[cH:21][cH:22][cH:23][cH:24][c:25]3[cH:26][cH:27]1)[C:16]2=[O:17].[CH3:34][CH2:35][O:36][C:37](=[O:38])[CH3:39].[CH3:55][CH2:56][CH2:57][CH2:58][CH2:59][CH2:60][CH3:61].[OH:40][C:41]([C:42]([F:43])([F:44])[F:45])=[O:46].[c:47]1([S:48][CH3:49])[cH:50][cH:51][cH:52][cH:53][cH:54]1>>[NH:6]1[CH:7]2[CH2:8][CH:9]=[CH:10][CH2:11][CH:12]([C:13]1=[O:14])[N:15]([c:18]1[cH:19][c:20]3[cH:21][cH:22][cH:23][cH:24][c:25]3[cH:26][cH:27]1)[C:16]2=[O:17]. Reactants: C[C@@H]1CN(C[C@@H](O1)C)CC1=NN=C(O1)C1=C2C=NN(C2=CC(=C1)C=1C=C(C(=NC1)OC)NS(=O)(=O)C)S(=O)(=O)C1=CC=CC=C1 (N-[5-[4-(5-{[(2R,6S)-2,6-dimethyl-4-morpholinyl]methyl}-1,3,4-oxadiazol-2-yl)-1-(phenylsulfonyl)-1H-indazol-6-yl]-2-(methyloxy)-3-pyridinyl]methanesulfonamide), [OH-].[Na+] (sodium hydroxide). The solvent is O1CCOCC1 (1,4-dioxane). Conditions: temperature 20 celsius, time 18 hour. The product is C[C@@H]1CN(C[C@@H](O1)C)CC1=NN=C(O1)C1=C2C=NNC2=CC(=C1)C=1C=C(C(=NC1)OC)NS(=O)(=O)C (N-[5-[4-(5-{[(2R,6S)-2,6-Dimethyl-4-morpholinyl]methyl}-1,3,4-oxadiazol-2-yl)-1H-indazol-6-yl]-2-(methyl oxy)-3-pyridinyl]methanesulfonamide). Isolated yield 60.1%. RXN SMILES: [CH3:1][C@H:2]1[O:7][C@@H:6]([CH3:8])[CH2:5][N:4]([CH2:9][C:10]2[O:14][C:13]([C:15]3[CH:23]=[C:22]([C:24]4[CH:25]=[C:26]([NH:32][S:33]([CH3:36])(=[O:35])=[O:34])[C:27]([O:30][CH3:31])=[N:28][CH:29]=4)[CH:21]=[C:20]4[C:16]=3[CH:17]=[N:18][N:19]4S(C3C=CC=CC=3)(=O)=O)=[N:12][N:11]=2)[CH2:3]1.[OH-].[Na+]>O1CCOCC1>[CH3:8][C@H:6]1[O:7][C@@H:2]([CH3:1])[CH2:3][N:4]([CH2:9][C:10]2[O:14][C:13]([C:15]3[CH:23]=[C:22]([C:24]4[CH:25]=[C:26]([NH:32][S:33]([CH3:36])(=[O:35])=[O:34])[C:27]([O:30][CH3:31])=[N:28][CH:29]=4)[CH:21]=[C:20]4[C:16]=3[CH:17]=[N:18][NH:19]4)=[N:12][N:11]=2)[CH2:5]1 |f:1.2|. Procedure: To a solution of N-[5-[4-(5-{[(2R,6S)-2,6-dimethyl-4-morpholinyl]methyl}-1,3,4-oxadiazol-2-yl)-1-(phenylsulfonyl)-1H-indazol-6-yl]-2-(methyloxy)-3-pyridinyl]methanesulfonamide (106 mg, 0.162 mmol) in 1,4-dioxane (1 ml) was added 2M sodium hydroxide (1 ml, 2.000 mmol) and the mixture stirred at 20° C. for 18 h. The mixture was evaporated in vacuo and the residue partitioned between ethyl acetate (10 ml) and saturated ammonium chloride (5 ml), separated by hydrophilic frit and purified by silica (... The reactants are ClC1=NC=CC(=C1[N+](=O)[O-])Cl (2,4-dichloro-3-nitropyridine), C(C)(C)(C)OC(=O)N1CCNCC1 (piperazine-1-carboxylic acid tert-butyl ester). Reported procedure: The specific operation referred to the step (1) described in Example 1 for details. 2,4-dichloro-3-nitropyridine (772 mg, 4.0 mmol), and piperazine-1-carboxylic acid tert-butyl ester (744 mg, 4.0 mmol) were charged to afford 1.299 g crude product with a yield of 94.7%, which was directly used in the subsequent reaction. RXN SMILES: [Cl:1][C:2]1[C:7]([N+:8]([O-:10])=[O:9])=[C:6](Cl)[CH:5]=[CH:4][N:3]=1.[C:12]([O:16][C:17]([N:19]1[CH2:24][CH2:23][NH:22][CH2:21][CH2:20]1)=[O:18])([CH3:15])([CH3:14])[CH3:13]>>[C:12]([O:16][C:17]([N:19]1[CH2:24][CH2:23][N:22]([C:6]2[CH:5]=[CH:4][N:3]=[C:2]([Cl:1])[C:7]=2[N+:8]([O-:10])=[O:9])[CH2:21][CH2:20]1)=[O:18])([CH3:15])([CH3:13])[CH3:14]. The product is C(C)(C)(C)OC(=O)N1CCN(CC1)C1=C(C(=NC=C1)Cl)[N+](=O)[O-] (4-(2-chloro-3-nitropyridin-4-yl)piperazine-1-carboxylic acid tert-butyl ester). Yield: 94.7%. The reactants are quaternary ammonium salts, [OH-].[Na+] (sodium hydroxide), ClCCN(CCCl)CC1=CC=CC=C1 (N,N-bis(2-chloroethyl)benzylamine), C1(=CC=CC=C1)CC#N (phenylacetonitrile), C(CCC)[N+](CCCC)(CCCC)CCCC (tetra-n-butylammonium), S(=O)(=O)(O)[O-] (hydrogen sulfate), [Br-] (bromide), [Cl-] (chloride), ClCCN(CC1=CC=CC=C1)CCCl (bis(2-chloroethyl)benzylamine), C1(=CC=CC=C1)CC#N (phenylacetonitrile), [OH-].[Na+] (sodium hydroxide). Reagents/catalysts: S(=O)(=O)(O)[O-].C(CCC)[N+](CCCC)(CCCC)CCCC (tetran-butylammonium hydrogen sulfate). Run in C1(=CC=CC=C1)C (toluene), C1(=CC=CC=C1)C (toluene). The product is Cl.C(C1=CC=CC=C1)N1CCC(CC1)(C1=CC=CC=C1)C#N (1-benzyl-4-cyano-4-phenylpiperidine hydrochloride). As a reaction SMILES: C([N+](CCCC)(CCCC)CCCC)CCC.S([O-])(O)(=O)=O.[Br-].[Cl-].[Cl:25][CH2:26][CH2:27][N:28]([CH2:36][CH2:37]Cl)[CH2:29][C:30]1[CH:35]=[CH:34][CH:33]=[CH:32][CH:31]=1.[C:39]1([CH2:45][C:46]#[N:47])[CH:44]=[CH:43][CH:42]=[CH:41][CH:40]=1.[OH-].[Na+]>C1(C)C=CC=CC=1.S([O-])(O)(=O)=O.C([N+](CCCC)(CCCC)CCCC)CCC>[ClH:25].[CH2:29]([N:28]1[CH2:36][CH2:37][C:45]([C:46]#[N:47])([C:39]2[CH:44]=[CH:43][CH:42]=[CH:41][CH:40]=2)[CH2:26][CH2:27]1)[C:30]1[CH:35]=[CH:34][CH:33]=[CH:32][CH:31]=1 |f:6.7,9.10,11.12|. Reported procedure: The use of tetra-n-butylammonium salt, preferably the hydrogen sulfate or alternatively the bromide or chloride, in the reaction of bis(2-chloroethyl)benzylamine in toluene with phenylacetonitrile in the presence of aqueous sodium hydroxide results in yields of up to about 77% compared to much lower yields obtained using other quaternary ammonium salts. This aspect of the invention is preferably run by dissolving equimolecular amounts of N,N-bis(2-chloroethyl)benzylamine and phenylacetonitrile i...